This data is from the Open Reaction Database (ORD), a public repository of structured organic reaction records. The task is: describe an organic reaction: reactants, conditions, products, and yield The reactants are COC(OC)OC, Cl, COC(=O)COc1ccc(C(=O)CN)cc1. Product: COC(=O)COc1ccc(C(=O)CNC=O)cc1. Reaction SMILES: [CH:18]([O:19][CH3:24])([O:20][CH3:21])[O:22][CH3:23].[ClH:1].[NH2:2][CH2:3][C:4](=[O:5])[c:6]1[cH:7][cH:8][c:9]([O:10][CH2:11][C:12](=[O:13])[O:14][CH3:15])[cH:16][cH:17]1>>[NH:2]([CH2:3][C:4](=[O:5])[c:6]1[cH:7][cH:8][c:9]([O:10][CH2:11][C:12](=[O:13])[O:14][CH3:15])[cH:16][cH:17]1)[CH:18]=[O:19]. The reactants are ClC1=CC=C(OC=2C=C(C=O)C=CC2)C=C1 (3-(4-Chlorophenoxy)benzaldehyde), [C@@H]1(CCCC2=CC=CC=C12)N ((1S)-1,2,3,4-tetrahydro-1-naphthalenylamine), [BH4-].[Na+] (NaBH4). Solvent: C(C)O (ethanol). Reaction conditions: time 4 hour. The product is ClC1=CC=C(OC=2C=C(CN[C@H]3CCCC4=CC=CC=C34)C=CC2)C=C1 (N-[3-(4-chlorophenoxy)benzyl]-N-[(1S)-1,2,3,4-tetrahydro-1-naphthalenyl]amine). The yield is 79.4%. As a reaction SMILES: [Cl:1][C:2]1[CH:16]=[CH:15][C:5]([O:6][C:7]2[CH:8]=[C:9]([CH:12]=[CH:13][CH:14]=2)[CH:10]=O)=[CH:4][CH:3]=1.[C@@H:17]1([NH2:27])[C:26]2[C:21](=[CH:22][CH:23]=[CH:24][CH:25]=2)[CH2:20][CH2:19][CH2:18]1.[BH4-].[Na+]>C(O)C>[Cl:1][C:2]1[CH:16]=[CH:15][C:5]([O:6][C:7]2[CH:8]=[C:9]([CH:12]=[CH:13][CH:14]=2)[CH2:10][NH:27][C@@H:17]2[C:26]3[C:21](=[CH:22][CH:23]=[CH:24][CH:25]=3)[CH2:20][CH2:19][CH2:18]2)=[CH:4][CH:3]=1 |f:2.3|. Reported procedure: 3-(4-Chlorophenoxy)benzaldehyde (1.50 mL, 7.82 mmol, purchased from Acros Organics) in 30 mL absolute ethanol was treated with (1S)-1,2,3,4-tetrahydro-1-naphthalenylamine (1.12 mL, 7.82 mmol, purchased from Lancaster). After stirring at ambient temperature for 4 hours, the mixture was treated with NaBH4 (0.33 g, 8.60 mmol) in one portion. After stirring an additional 18 hours, the reaction mixture was concentrated under reduced pressure and the residue dissolved in diethyl ether and quenched by ... Reactants: O=C([O-])c1ccccc1S, COC(=O)C=Cc1sc2ccc(C(F)(F)F)cc2c1O. Yields the product COC(=O)C=Cc1sc2ccccc2c1O. Reaction SMILES: [C:1]([O-:2])(=[O:3])[c:4]1[c:5]([SH:10])[cH:6][cH:7][cH:8][cH:9]1.[OH:11][c:12]1[c:13]2[c:14]([s:15][c:16]1[CH:17]=[CH:18][C:19](=[O:20])[O:21][CH3:22])[cH:23][cH:24][c:25]([C:27]([F:28])([F:29])[F:30])[cH:26]2>>[OH:11][c:12]1[c:13]2[c:14]([s:15][c:16]1[CH:17]=[CH:18][C:19](=[O:20])[O:21][CH3:22])[cH:23][cH:24][cH:25][cH:26]2. The reactants are BrC1=CC=C(C=C1)SC (4-bromothioanisole), C(CCC)[Li] (n-Butyllithium), ClP(C1=CC=CC=C1)C1=CC=CC=C1 (chlorodiphenylphospine). The solvent is O1CCCC1 (tetrahydrofuran), O1CCCC1 (tetrahydrofuran), O1CCCC1 (tetrahydrofuran). Run at time 55 hour. Yields the product C1(=CC=CC=C1)P(CC1=CC=C(C=C1)SC)C1=CC=CC=C1 (bisphenyl-4-thioanisylphosphine). RXN SMILES: Br[C:2]1[CH:7]=[CH:6][C:5]([S:8][CH3:9])=[CH:4][CH:3]=1.[CH2:10]([Li])CCC.Cl[P:16]([C:23]1[CH:28]=[CH:27][CH:26]=[CH:25][CH:24]=1)[C:17]1[CH:22]=[CH:21][CH:20]=[CH:19][CH:18]=1>O1CCCC1>[C:17]1([P:16]([C:23]2[CH:28]=[CH:27][CH:26]=[CH:25][CH:24]=2)[CH2:10][C:2]2[CH:7]=[CH:6][C:5]([S:8][CH3:9])=[CH:4][CH:3]=2)[CH:22]=[CH:21][CH:20]=[CH:19][CH:18]=1. Reported procedure: A cooled solution of 4-bromothioanisole (10.2 g; 0.05 mol) and anhydrous tetrahydrofuran (50 ml) under nitrogen was treated dropwise with 2.5 M n-Butyllithium (19.92 ml; 0.05 mol) in tetrahydrofuran. The cooled mixture was then treated dropwise with a solution of chlorodiphenylphospine (10.0 g; 0.045 mol) and anhydrous tetrahydrofuran (10 ml). The resulting mixture was allowed to warm to room temperature and left to stir for 55 hours. The reaction was quenched with water (500 ml) and extracted w... The reactants are C[C@@H](CCCCCC)OC1=C(C=C(C=C1)O)[N+](=O)[O-] ((S)-4-(1-methylheptyloxy)-3-nitro-phenol). The solvent is CO.ClCCl (methanol dichloromethane). Product: hexanes ethyl acetate, C[C@@H](CCCCCC)OC1=CC=C(C=C1)C1=CC=C(C=C1)O ((S)-4'-(1-methylheptyloxy)-4-hydroxybiphenyl). As a reaction SMILES: [CH3:1][C@H:2]([O:9][C:10]1[CH:15]=[CH:14][C:13](O)=[CH:12][C:11]=1[N+]([O-])=O)[CH2:3][CH2:4][CH2:5][CH2:6][CH2:7][CH3:8]>CO.ClCCl>[CH3:1][C@H:2]([O:9][C:10]1[CH:15]=[CH:14][C:13]([C:13]2[CH:14]=[CH:15][C:10]([OH:9])=[CH:11][CH:12]=2)=[CH:12][CH:11]=1)[CH2:3][CH2:4][CH2:5][CH2:6][CH2:7][CH3:8] |f:1.2|. Procedure details: The same procedure as that used for saponification of (S)-4-(1-methylheptyloxy)-3-nitro-phenol was used except the reaction was carried out in a methanol/dichloromethane [4:1]mixture at 60° C. Flash chromatography with hexanes/ethyl acetate [93/7] afforded (S)-4'-(1-methylheptyloxy)-4-hydroxybiphenyl (Compound 40, Scheme VIII, R2 =(S)--OCH(CH3)C6H13) as a white solid (mp 100.5° C.); Rf [hexanes/ethyl acetate 90/10]: 0.2; 1H NMR (300 MHz, CDCl3): δ0.88(t, 3H, J=6.6 Hz), 1.20-1.64(m, 9H), 1.33(d, ...